This data is from the Open Reaction Database (ORD), a public repository of structured organic reaction records. The task is: describe an organic reaction: reactants, conditions, products, and yield Starting materials: Cc1ccccc1, Nc1cc(Cl)c(OCc2ccccc2-c2ccccc2)c(Cl)c1, O=C=NC(=O)c1ccccc1Cl. Product: O=C(NC(=O)c1ccccc1Cl)Nc1cc(Cl)c(OCc2ccccc2-c2ccccc2)c(Cl)c1. RXN SMILES: [CH3:36][c:37]1[cH:38][cH:39][cH:40][cH:41][cH:42]1.[Cl:1][c:2]1[cH:3][c:4]([NH2:5])[cH:6][c:7]([Cl:23])[c:8]1[O:9][CH2:10][c:11]1[c:12](-[c:17]2[cH:18][cH:19][cH:20][cH:21][cH:22]2)[cH:13][cH:14][cH:15][cH:16]1.[Cl:24][c:25]1[c:26]([C:27](=[O:28])[N:29]=[C:30]=[O:31])[cH:32][cH:33][cH:34][cH:35]1>>[Cl:1][c:2]1[cH:3][c:4]([NH:5][C:30]([NH:29][C:27]([c:26]2[c:25]([Cl:24])[cH:35][cH:34][cH:33][cH:32]2)=[O:28])=[O:31])[cH:6][c:7]([Cl:23])[c:8]1[O:9][CH2:10][c:11]1[c:12](-[c:17]2[cH:18][cH:19][cH:20][cH:21][cH:22]2)[cH:13][cH:14][cH:15][cH:16]1. The reactants are C(CCl)Cl (EDC), C(C)(N)=NO (acetoamidoxime), C(C)(C)(C)OC(=O)N(CC(=O)O)[C@H]1[C@@H](C1)C1=CC=CC=C1 (2-(tert-butoxycarbonyl((trans)-2-phenylcyclopropyl)amino)acetic acid). The solvent is COCCOCCOC (diglyme). Conditions: temperature 50 celsius, time 8 hour. Product: CC1=NOC(=N1)CN(C(OC(C)(C)C)=O)[C@@H]1[C@@H](C1)C1=CC=CC=C1 (tert-butyl (3-methyl-1,2,4-oxadiazol-5-yl)methyl((1S,2S)-2-phenylcyclopropyl)carbamate). Isolated yield 20.0%. RXN SMILES: C(Cl)CCl.[C:5](=[N:8][OH:9])([NH2:7])[CH3:6].[C:10]([O:14][C:15]([N:17]([C@@H:22]1[CH2:24][C@H:23]1[C:25]1[CH:30]=[CH:29][CH:28]=[CH:27][CH:26]=1)[CH2:18][C:19](O)=O)=[O:16])([CH3:13])([CH3:12])[CH3:11]>COCCOCCOC>[CH3:6][C:5]1[N:7]=[C:19]([CH2:18][N:17]([C@H:22]2[CH2:24][C@H:23]2[C:25]2[CH:26]=[CH:27][CH:28]=[CH:29][CH:30]=2)[C:15](=[O:16])[O:14][C:10]([CH3:13])([CH3:11])[CH3:12])[O:9][N:8]=1. Procedure details: EDC (107 μL, 0.585 mmol) and acetoamidoxime (41 mg, 0.532 mmol) was added to a stirred solution of 2-(tert-butoxycarbonyl((trans)-2-phenylcyclopropyl)amino)acetic acid (163 mg, 0.532 mmol) in diglyme (2 mL) under argon atmosphere. The mixture was stirred at 50° C. overnight and then at 110° C. for 14 hours. After removal of solvent under vacuum, the reaction mixture was purified by flash chromatography eluting with hexane/MTBE (80:20 to 0:100) to afford tert-butyl (3-methyl-1,2,4-oxadiazol-5-yl)... The reactants are C1CCNCC1, CC(C)CCS(=O)CCCCCCl. Product: CC(C)CCS(=O)CCCCCN1CCCCC1. As a reaction SMILES: [CH2:14]1[CH2:15][CH2:16][NH:17][CH2:18][CH2:19]1.[CH2:1]([CH2:2][CH:3]([CH3:4])[CH3:5])[S:6](=[O:7])[CH2:8][CH2:9][CH2:10][CH2:11][CH2:12][Cl:13]>>[CH2:1]([CH2:2][CH:3]([CH3:4])[CH3:5])[S:6](=[O:7])[CH2:8][CH2:9][CH2:10][CH2:11][CH2:12][N:17]1[CH2:16][CH2:15][CH2:14][CH2:19][CH2:18]1. The reactants are [H][H] (hydrogen), [H][H] (hydrogen), CC=1C(=C(C=CC1)OC)[N+](=O)[O-] (3-methyl-2-nitroanisole), C(C)O (ethanol). The reagents and catalysts are [Pd] (Palladium charcoal). Product: COC1=C(C=C(C=C1)C)N (2-methoxy-5-methylbenzenamine). RXN SMILES: C[C:2]1[C:3]([N+:10]([O-])=O)=[C:4]([O:8][CH3:9])[CH:5]=[CH:6][CH:7]=1.[H][H].[CH2:15](O)C>[Pd]>[CH3:9][O:8][C:4]1[CH:5]=[CH:6][C:7]([CH3:15])=[CH:2][C:3]=1[NH2:10]. Procedure: Palladium charcoal (1.0 g of 10%) was added to a solution of 3-methyl-2-nitroanisole (16.8 g, 0.1 mol) in ethanol (150 mL) and the solution was hydrogenated (50 lb initial hydrogen pressure) until hydrogen uptake ceased (2 hours). The solution was filtered and evaporated to give 13.8 g of 2-methoxy-5-methylbenzenamine (compound XLIV) as an oil. The product was dissolved in acetic anhydride (100 mL) and the resulting solution was refluxed for 1 hour. Part of the solvent (50 mL) was slowly removed... The reactants are COCCNC1=C(C=CC=C1[N+](=O)[O-])OC ((2-methoxy-ethyl)-(2-methoxy-6-nitro-phenyl)-amine), BrBr (bromine), CCOC(=O)C (EtOAc). Run in C(C)(=O)O (acetic acid). Reaction conditions: time 3 hour. Product: BrC1=CC(=C(C(=C1)[N+](=O)[O-])NCCOC)OC ((4-Bromo-2-methoxy-6-nitro-phenyl)-(2-methoxy-ethyl)-amine), orange oil. Isolated yield 72.3%. Reaction SMILES: [CH3:1][O:2][CH2:3][CH2:4][NH:5][C:6]1[C:11]([N+:12]([O-:14])=[O:13])=[CH:10][CH:9]=[CH:8][C:7]=1[O:15][CH3:16].[Br:17]Br.CCOC(C)=O>C(O)(=O)C>[Br:17][C:9]1[CH:10]=[C:11]([N+:12]([O-:14])=[O:13])[C:6]([NH:5][CH2:4][CH2:3][O:2][CH3:1])=[C:7]([O:15][CH3:16])[CH:8]=1. Reported procedure: To a solution of ca. 20 g (contains 15.65 g, 58.9 mmol) (2-methoxy-ethyl)-(2-methoxy-6-nitro-phenyl)-amine in 150 ml glacial acetic acid, 3.0 ml (58.9 mmol) bromine is slowly added at room temperature. The reaction mixture is stirred at room temperature for 3 h. 600 ml EtOAc are added and this solution is washed with 4n NaOH (2×), water and brine, dried over MgSO4, filtered and concentrated in vacuo. The residue is recrystallized from diethyl ether/hexane to afford 13 g of the pure title compoun... The reactants are C(C1=CC=CC=C1)N1C2=NC(=NC(=C2N=C1Br)N)Cl (9-benzyl-8-bromo-2-chloro-9H-purin-6-ylamine), C(CCC)O (n-butanol). The solvent is Cl (HCl). The product is NC1=C2NC(N(C2=NC(=N1)Cl)CC1=CC=CC=C1)=O (6-amino-9-benzyl-2-chloro-7,9-dihydro-purin-8-one). The yield is 94.0%. RXN SMILES: [CH2:1]([N:8]1[C:16](Br)=[N:15][C:14]2[C:9]1=[N:10][C:11]([Cl:19])=[N:12][C:13]=2[NH2:18])[C:2]1[CH:7]=[CH:6][CH:5]=[CH:4][CH:3]=1.C([OH:24])CCC>Cl>[NH2:18][C:13]1[N:12]=[C:11]([Cl:19])[N:10]=[C:9]2[C:14]=1[NH:15][C:16](=[O:24])[N:8]2[CH2:1][C:2]1[CH:7]=[CH:6][CH:5]=[CH:4][CH:3]=1. Procedure: The product from Step 3 (2 g, 5.9 mmol) was suspended in 12 N HCl (35 mL) and n-butanol (35 mL) and the mixture heated at 100° C. for 7 h and then allowed to cool to room temperature. The reaction mixture was evaporated to dryness in vacuo, and then partitioned between 2 N NaOH (50 mL) and dichloromethane (50 mL). The organic layer was separated and found to contain some unreacted starting material only and was discarded, while the aqueous layer was neutralized with concentrated HCl and the resu... The reactants are OC(c1ccccc1)c1cc2ccnc(N(Cc3ccccc3)Cc3ccccc3)c2[nH]1, ClCCl, O=[Mn]=O. Product: O=C(c1ccccc1)c1cc2ccnc(N(Cc3ccccc3)Cc3ccccc3)c2[nH]1. As a reaction SMILES: [CH2:1]([c:2]1[cH:3][cH:4][cH:5][cH:6][cH:7]1)[N:8]([c:9]1[n:10][cH:11][cH:12][c:13]2[c:14]1[nH:15][c:16]([CH:18]([OH:19])[c:20]1[cH:21][cH:22][cH:23][cH:24][cH:25]1)[cH:17]2)[CH2:26][c:27]1[cH:28][cH:29][cH:30][cH:31][cH:32]1.[CH2:33]([Cl:34])[Cl:35].[O:36]=[Mn:37]=[O:38]>>[CH2:1]([c:2]1[cH:3][cH:4][cH:5][cH:6][cH:7]1)[N:8]([c:9]1[n:10][cH:11][cH:12][c:13]2[c:14]1[nH:15][c:16]([C:18](=[O:19])[c:20]1[cH:21][cH:22][cH:23][cH:24][cH:25]1)[cH:17]2)[CH2:26][c:27]1[cH:28][cH:29][cH:30][cH:31][cH:32]1. Starting materials: N#Cc1cccc(C=O)c1, CCO, NNc1cc(N2CCOCC2)n2nc(-c3ccccc3)cc2n1, O=C(O)C(F)(F)F. The product is N#Cc1cccc(C=NNc2cc(N3CCOCC3)n3nc(-c4ccccc4)cc3n2)c1. Reaction SMILES: [C:31](#[N:32])[c:33]1[cH:34][c:35]([CH:36]=[O:37])[cH:38][cH:39][cH:40]1.[CH3:41][CH2:42][OH:43].[O:8]1[CH2:9][CH2:10][N:11]([c:14]2[cH:15][c:16]([NH:29][NH2:30])[n:17][c:18]3[n:19]2[n:20][c:21](-[c:23]2[cH:24][cH:25][cH:26][cH:27][cH:28]2)[cH:22]3)[CH2:12][CH2:13]1.[OH:1][C:2]([C:3]([F:4])([F:5])[F:6])=[O:7]>>[O:8]1[CH2:9][CH2:10][N:11]([c:14]2[cH:15][c:16]([NH:29][N:30]=[CH:36][c:35]3[cH:34][c:33]([C:31]#[N:32])[cH:40][cH:39][cH:38]3)[n:17][c:18]3[n:19]2[n:20][c:21](-[c:23]2[cH:24][cH:25][cH:26][cH:27][cH:28]2)[cH:22]3)[CH2:12][CH2:13]1. Reactants: C(=O)(N1C=NC=C1)N1C=NC=C1 (1,1'-carbonyldiimidazole), C(=O)(OC(C)(C)C)NCC(=O)O (BOC-glycine), CN(C=O)C (N,N-dimethylformamide), ClC1=CC=CC2=C1C(N(CC=1N2C=NC1C(N)=NO)C)=O (7-chloro-5,6-dihydro-5-methyl-6-oxo-4H-imidazo[1,5-a][1,4]benzodiazepine-3-carboxamidoxime). Reaction conditions: time 20 minute. Yields the product C(=O)(OC(C)(C)C)C1=NC(N(O1)CN)C=1N=CN2C1CN(C(C1=C2C=CC=C1Cl)=O)C (3-(5-BOC-aminomethyl-1,2,4-oxadiazol-3-yl)-7-chloro-5,6-dihydro-5-methyl-4H-imidazo[1,5-a][1,4]benzodiazepin-6-one). Isolated yield 96.0%. RXN SMILES: [C:1](NCC(O)=O)([O:3][C:4]([CH3:7])([CH3:6])[CH3:5])=[O:2].[C:13](N1C=CN=C1)([N:15]1C=CN=C1)=O.[Cl:25][C:26]1[C:31]2[C:32](=[O:45])[N:33]([CH3:44])[CH2:34][C:35]3[N:36]([CH:37]=[N:38][C:39]=3[C:40](=[N:42][OH:43])[NH2:41])[C:30]=2[CH:29]=[CH:28][CH:27]=1.[CH3:46]N(C)C=O>>[C:1]([C:46]1[O:43][N:42]([CH2:13][NH2:15])[CH:40]([C:39]2[N:38]=[CH:37][N:36]3[C:30]4[CH:29]=[CH:28][CH:27]=[C:26]([Cl:25])[C:31]=4[C:32](=[O:45])[N:33]([CH3:44])[CH2:34][C:35]=23)[N:41]=1)([O:3][C:4]([CH3:5])([CH3:6])[CH3:7])=[O:2]. Procedure: 2.45 g (14 mmol) of BOC-glycine were dissolved in 20 ml of N,N-dimethylformamide, whereupon the mixture was treated portionwise with 2.43 g (15 mmol) of 1,1'-carbonyldiimidazole and stirred at 50° for 20 min. After adding 3.8 g (12.4 mmol) of 7-chloro-5,6-dihydro-5-methyl-6-oxo-4H-imidazo[1,5-a][1,4]benzodiazepine-3-carboxamidoxime the mixture was stirred at 90° overnight. The reaction mixture was concentrated; the residue was dissolved in methylene chloride and washed three times with water. Af...